This data is from the Open Reaction Database (ORD), a public repository of structured organic reaction records. The task is: describe an organic reaction: reactants, conditions, products, and yield Reactants: CC(C)(C)OC(=O)n1c(C=O)cc2c(Cl)nc(-c3ccccc3)nc21, NOCc1ccccc1, [Cl-], ClCCl, Cl, [NH4+], c1ccncc1. Product: CC(C)(C)OC(=O)n1c(C=NOCc2ccccc2)cc2c(Cl)nc(-c3ccccc3)nc21. RXN SMILES: [C:1]([CH3:2])([CH3:3])([CH3:4])[O:5][C:6](=[O:7])[n:8]1[c:9]([CH:24]=[O:25])[cH:10][c:11]2[c:12]1[n:13][c:14](-[c:18]1[cH:19][cH:20][cH:21][cH:22][cH:23]1)[n:15][c:16]2[Cl:17].[CH2:27]([c:28]1[cH:29][cH:30][cH:31][cH:32][cH:33]1)[O:34][NH2:35].[Cl-:42].[Cl:44][CH2:45][Cl:46].[ClH:26].[NH4+:43].[cH:36]1[cH:37][cH:38][n:39][cH:40][cH:41]1>>[C:1]([CH3:2])([CH3:3])([CH3:4])[O:5][C:6](=[O:7])[n:8]1[c:9]([CH:24]=[N:35][O:34][CH2:27][c:28]2[cH:29][cH:30][cH:31][cH:32][cH:33]2)[cH:10][c:11]2[c:12]1[n:13][c:14](-[c:18]1[cH:19][cH:20][cH:21][cH:22][cH:23]1)[n:15][c:16]2[Cl:17]. The reactants are NO (hydroxylamine), CC1(C(N(CCS1)S(=O)(=O)C1=CC=C(C=C1)OCC#CCCOC1OCCCC1)C(=O)O)C (2,2-dimethyl-4-[(4-{[5-(tetrahydro-2H-pyran-2-yloxy)-2-pentynyl]oxy}phenyl)sulfonyl]-3-thiomorpholine carboxylic acid), ON1N=NC2=C1C=CC=C2 (1-hydroxybenzotriazole), Cl.CN(CCCN=C=NCC)C (1-(3-dimethylaminopropyl)-3-ethylcarbodiimide hydrochloride). Solvent: CN(C)C=O (DMF), C(C)(=O)OCC (ethyl acetate). Conditions: time 1 hour. Yields the product N1C(CSCC1)C(=O)N (3-thiomorpholine carboxamide). Reaction SMILES: C[C:2]1(C)[S:7][CH2:6][CH2:5][N:4](S(C2C=CC(OCC#CCCOC3CCCCO3)=CC=2)(=O)=O)[CH:3]1[C:30]([OH:32])=O.O[N:35]1C2C=CC=CC=2N=N1.Cl.CN(C)CCCN=C=NCC.NO>CN(C=O)C.C(OCC)(=O)C>[NH:4]1[CH2:5][CH2:6][S:7][CH2:2][CH:3]1[C:30]([NH2:35])=[O:32] |f:2.3|. Procedure: To a solution of 0.28 g (0.56 mmol) of 2,2-dimethyl-4-[(4-{[5-(tetrahydro-2H-pyran-2-yloxy)-2-pentynyl]oxy}phenyl)sulfonyl]-3-thiomorpholine carboxylic acid and 0.091 g (0.675 mmol) of 1-hydroxybenzotriazole in 2.5 mL of DMF was added 0.151 g (0.788 mmol) of 1-(3-dimethylaminopropyl)-3-ethylcarbodiimide hydrochloride and stirred at room temperature for 1 h. Then 0.173 mL (2.8 mmol) of 50% aqueous hydroxylamine was added and the reaction was stirred for 18 h. The resulting mixture was diluted wit... Procedure: The title compound was prepared by the method, described for 6-Bromo-isoquinoline 2-oxide (4), starting with 6-Bromo-7-chloro-isoquinoline (9). Rt=1.05 min (Method C). Detected mass: 258.1/260.2 (M+H+). The product is BrC=1C=C2C=C[N+](=CC2=CC1Cl)[O-] (6-Bromo-7-chloro-isoquinoline 2-oxide). As a reaction SMILES: [Br:1][C:2]1[CH:3]=[C:4]2[C:9](=[CH:10][CH:11]=1)[CH:8]=[N+:7]([O-:12])[CH:6]=[CH:5]2.BrC1C=C2C(=CC=1[Cl:24])C=NC=C2>>[Br:1][C:2]1[CH:3]=[C:4]2[C:9](=[CH:10][C:11]=1[Cl:24])[CH:8]=[N+:7]([O-:12])[CH:6]=[CH:5]2. Reactants: BrC=1C=C2C=C[N+](=CC2=CC1)[O-] (6-Bromo-isoquinoline 2-oxide), BrC=1C=C2C=CN=CC2=CC1Cl (6-Bromo-7-chloro-isoquinoline).